From a dataset of the Open Reaction Database (ORD), a public repository of structured organic reaction records. describe an organic reaction: reactants, conditions, products, and yield Starting materials: COC(=O)C1=C(SC=C1)NC=C(C(=O)OCC)C(=O)OCC (diethyl (3-methoxycarbonylthienyl)aminomethylenemalonate), 20, C(Cl)(Cl)Cl (chloroform), [Br-] (bromide). The solvent is N1=CC=CC=C1 (pyridine). Conditions: time 15 minute. Yields the product BrC1=CC(=C(S1)NC=C(C(=O)OCC)C(=O)OCC)C(=O)OC (diethyl (5-bromo-3-methoxycarbonylthienyl)aminomethylenemalonate). As a reaction SMILES: [CH3:1][O:2][C:3]([C:5]1[CH:9]=[CH:8][S:7][C:6]=1[NH:10][CH:11]=[C:12]([C:18]([O:20][CH2:21][CH3:22])=[O:19])[C:13]([O:15][CH2:16][CH3:17])=[O:14])=[O:4].C(Cl)(Cl)Cl.[Br-:27]>N1C=CC=CC=1>[Br:27][C:8]1[S:7][C:6]([NH:10][CH:11]=[C:12]([C:18]([O:20][CH2:21][CH3:22])=[O:19])[C:13]([O:15][CH2:16][CH3:17])=[O:14])=[C:5]([C:3]([O:2][CH3:1])=[O:4])[CH:9]=1. Reported procedure: To a solution of 3.3 parts of diethyl (3-methoxycarbonylthienyl)aminomethylenemalonate in a mixture of 20 parts by volume of chloroform and 4 parts by volume of pyridine, 0.6 part by volume of bromide is added dropwise. The solution is further stirred at room temperature for 15 minutes, after which the reaction mixture is washed with dilute hydrochloric acid, an aqueous sodium hydrogen carbonate solution and water, followed by drying over Na2SO4. The solvent is distilled off to give diethyl (5-b...